This data is from the Open Reaction Database (ORD), a public repository of structured organic reaction records. The task is: describe an organic reaction: reactants, conditions, products, and yield The reactants are C1(CC1)C(=O)Cl (cyclopropanecarbonyl chloride), IC=1C=C(C=CC1)NCCC#N (3-(3-iodo-phenylamino)-propionitrile), ice water. The solvent is C(Cl)Cl (methylene chloride), C(Cl)Cl (methylene chloride), C(C)N(CC)CC (triethylamine). Reaction conditions: time 2 hour. Product: C(#N)CCN(C(=O)C1CC1)C1=CC(=CC=C1)I (cyclopropanecarboxylic acid (2-cyano-ethyl)-(3-iodo-phenyl)-amide). The yield is 95.2%. RXN SMILES: [I:1][C:2]1[CH:3]=[C:4]([NH:8][CH2:9][CH2:10][C:11]#[N:12])[CH:5]=[CH:6][CH:7]=1.[CH:13]1([C:16](Cl)=[O:17])[CH2:15][CH2:14]1>C(Cl)Cl.C(N(CC)CC)C>[C:11]([CH2:10][CH2:9][N:8]([C:4]1[CH:5]=[CH:6][CH:7]=[C:2]([I:1])[CH:3]=1)[C:16]([CH:13]1[CH2:15][CH2:14]1)=[O:17])#[N:12]. Procedure details: 1.0 g of 3-(3-iodo-phenylamino)-propionitrile are dissolved in a mixture of 25 ml of methylene chloride and 0.45 ml of triethylamine and treated dropwise at 0° with a solution of 0.42 g of cyclopropanecarbonyl chloride in 5 ml of methylene chloride. The solution is stirred at room temperature for a further 2 hrs., then poured into ice-water and extracted three times with ethyl acetate. Concentration yields 1.19 g of crude cyclopropanecarboxylic acid (2-cyano-ethyl)-(3-iodo-phenyl)-amide which is... The reactants are Cl, CN(C)S(=O)(=O)N(C)C1NC2C3=CC=CCN3CCC2S1. Product: CNC1NC2C3=CC=CCN3CCC2S1. Reaction SMILES: [ClH:22].[NH:1]1[CH:2]([N:14]([S:15]([N:16]([CH3:17])[CH3:18])(=[O:19])=[O:20])[CH3:21])[S:3][CH:4]2[CH:5]1[C:6]1=[CH:7][CH:8]=[CH:9][CH2:10][N:11]1[CH2:12][CH2:13]2>>[NH:1]1[CH:2]([NH:14][CH3:21])[S:3][CH:4]2[CH:5]1[C:6]1=[CH:7][CH:8]=[CH:9][CH2:10][N:11]1[CH2:12][CH2:13]2. The reactants are COC1=NC(=CC=C1C1=N[C@@H]2CC[C@H](C[C@@H]2C2=CC(=C(C=C12)OC)OCC)O)OC ((2R,4aR,10bR)-6-(2,6-Dimethoxy-pyridin-3-yl)-9-ethoxy-8-methoxy-1,2,3,4,4a,10b-hexahydro-phenanthridin-2-ol), C(CS(=O)(=O)O)S(=O)(=O)O (ethandisulfonic acid). Run in O1CCCC1 (tetrahydrofuran). Conditions: temperature 50 celsius. Yields the product C(CS(=O)(=O)O)S(=O)(=O)O.COC1=NC(=CC=C1C1=N[C@@H]2CC[C@H](C[C@@H]2C2=CC(=C(C=C12)OC)OCC)O)OC ((2R,4aR,10bR)-6-(2,6-Dimethoxy-pyridin-3-yl)-9-ethoxy-8-methoxy-1,2,3,4,4a,10b-hexahydro-phenanthridin-2-ol ethandisulfonate). The yield is 77.2%. RXN SMILES: [CH3:1][O:2][C:3]1[C:8]([C:9]2[C:22]3[C:17](=[CH:18][C:19]([O:25][CH2:26][CH3:27])=[C:20]([O:23][CH3:24])[CH:21]=3)[C@@H:16]3[C@@H:11]([CH2:12][CH2:13][C@@H:14]([OH:28])[CH2:15]3)[N:10]=2)=[CH:7][CH:6]=[C:5]([O:29][CH3:30])[N:4]=1.[CH2:31]([S:37]([OH:40])(=[O:39])=[O:38])[CH2:32][S:33]([OH:36])(=[O:35])=[O:34]>O1CCCC1>[CH2:31]([S:37]([OH:40])(=[O:39])=[O:38])[CH2:32][S:33]([OH:36])(=[O:35])=[O:34].[CH3:1][O:2][C:3]1[C:8]([C:9]2[C:22]3[C:17](=[CH:18][C:19]([O:25][CH2:26][CH3:27])=[C:20]([O:23][CH3:24])[CH:21]=3)[C@@H:16]3[C@@H:11]([CH2:12][CH2:13][C@@H:14]([OH:28])[CH2:15]3)[N:10]=2)=[CH:7][CH:6]=[C:5]([O:29][CH3:30])[N:4]=1 |f:3.4|. Procedure: (2R,4aR,10bR)-6-(2,6-Dimethoxy-pyridin-3-yl)-9-ethoxy-8-methoxy-1,2,3,4,4a,10b-hexahydro-phenanthridin-2-ol (1.2 g; 2.9 mmol) is dissolved in 8.2 ml of tetrahydrofuran. The solution is heated up to 50° C. 580 mg (3.05 mmol) of ethandisulfonic acid are added. After crystallisation 1 ml ethanol is added and the suspension is stirred over night. The crystals are filtered off and dried to obtain 1.35 g (77%) of the title compound (m.p.: 233° C.). The reactants are C(C)(C)(C)OC(NC1CN(C1)S(=O)(=O)N)=O (tert-butyl[1-(aminosulfonyl)azetidin-3-yl]carbamate), C1(CCCCC1)P(C1=C(C=CC=C1)C1=C(C=C(C=C1C(C)C)C(C)C)C(C)C)C1CCCCC1 (2-dicyclohexylphosphino-2′,4′,6′-tri-isopropyl-1,1′-biphenyl), C([O-])([O-])=O.[Cs+].[Cs+] (cesium carbonate), COC1=CC=NC=N1 (6-methoxypyrimidine), ClC1=NC(=NC(=C1)OC)SCC1=C(C(=CC=C1)F)F (4-Chloro-2-[[(2,3-difluorophenyl)methyl]thio]-6-methoxypyrimidine), [Cl-].[NH4+] (ammonium chloride). The reagents and catalysts are C=1C=CC(=CC1)/C=C/C(=O)/C=C/C2=CC=CC=C2.C=1C=CC(=CC1)/C=C/C(=O)/C=C/C2=CC=CC=C2.C=1C=CC(=CC1)/C=C/C(=O)/C=C/C2=CC=CC=C2.[Pd].[Pd] (tris(dibenzylideneacetone)-dipalladium (0)). Solvent: O1CCOCC1 (dioxane). Conditions: temperature 100 celsius. Product: FC1=C(CSC2=NC(=CC(=N2)NS(=O)(=O)N2CC(C2)NC(OC(C)(C)C)=O)OC)C=CC=C1F (tert-Butyl {1-[({2-[(2,3-difluorobenzyl)thio]-6-methoxypyrimidin-4-yl}amino)sulfonyl]azetidin-3-yl}carbamate). RXN SMILES: [C:1]([O:5][C:6](=[O:16])[NH:7][CH:8]1[CH2:11][N:10]([S:12]([NH2:15])(=[O:14])=[O:13])[CH2:9]1)([CH3:4])([CH3:3])[CH3:2].C1(P(C2CCCCC2)C2C=CC=CC=2C2C(C(C)C)=CC(C(C)C)=CC=2C(C)C)CCCCC1.C(=O)([O-])[O-].[Cs+].[Cs+].COC1N=CN=CC=1.Cl[C:66]1[CH:71]=[C:70]([O:72][CH3:73])[N:69]=[C:68]([S:74][CH2:75][C:76]2[CH:81]=[CH:80][CH:79]=[C:78]([F:82])[C:77]=2[F:83])[N:67]=1.[Cl-].[NH4+]>O1CCOCC1.C1C=CC(/C=C/C(/C=C/C2C=CC=CC=2)=O)=CC=1.C1C=CC(/C=C/C(/C=C/C2C=CC=CC=2)=O)=CC=1.C1C=CC(/C=C/C(/C=C/C2C=CC=CC=2)=O)=CC=1.[Pd].[Pd]>[F:83][C:77]1[C:78]([F:82])=[CH:79][CH:80]=[CH:81][C:76]=1[CH2:75][S:74][C:68]1[N:67]=[C:66]([NH:15][S:12]([N:10]2[CH2:11][CH:8]([NH:7][C:6](=[O:16])[O:5][C:1]([CH3:4])([CH3:2])[CH3:3])[CH2:9]2)(=[O:13])=[O:14])[CH:71]=[C:70]([O:72][CH3:73])[N:69]=1 |f:2.3.4,7.8,10.11.12.13.14|. Reported procedure: A mixture of tert-butyl[1-(aminosulfonyl)azetidin-3-yl]carbamate (0.50 g), tris(dibenzylideneacetone)-dipalladium (0) (0.12 g), 2-dicyclohexylphosphino-2′,4′,6′-tri-isopropyl-1,1′-biphenyl (XPHOS) (63 mg), cesium carbonate (0.65 g) and 4-chloro-2-[(2,3-difluorophenyl)methyl]thio]-6-methoxypyrimidine (the product of example 35 step i, 0.400 g) in anhydrous dioxane (17 ml) was heated to reflux in a microwave at 100° C., 300 W, open vessel with cooling for 15 min. Saturated aqueous ammonium chlorid... The reactants are CCc1ccc(Cc2cc(Br)c(OC)cc2Cl)cc1, O=C1OC(COCc2ccccc2)C(OCc2ccccc2)C(OCc2ccccc2)C1OCc1ccccc1, C1CCOC1, [Li]CCCC. The product is CCc1ccc(Cc2cc(C3(O)OC(COCc4ccccc4)C(OCc4ccccc4)C(OCc4ccccc4)C3OCc3ccccc3)c(OC)cc2Cl)cc1. RXN SMILES: [Br:41][c:42]1[c:43]([O:58][CH3:59])[cH:44][c:45]([Cl:57])[c:46]([CH2:48][c:49]2[cH:50][cH:51][c:52]([CH2:55][CH3:56])[cH:53][cH:54]2)[cH:47]1.[CH2:1]([c:2]1[cH:3][cH:4][cH:5][cH:6][cH:7]1)[O:8][CH:9]1[C:10](=[O:40])[O:11][CH:12]([CH2:31][O:32][CH2:33][c:34]2[cH:35][cH:36][cH:37][cH:38][cH:39]2)[CH:13]([O:23][CH2:24][c:25]2[cH:26][cH:27][cH:28][cH:29][cH:30]2)[CH:14]1[O:15][CH2:16][c:17]1[cH:18][cH:19][cH:20][cH:21][cH:22]1.[CH2:65]1[O:66][CH2:67][CH2:68][CH2:69]1.[CH3:60][CH2:61][CH2:62][CH2:63][Li:64]>>[CH2:1]([c:2]1[cH:3][cH:4][cH:5][cH:6][cH:7]1)[O:8][CH:9]1[C:10]([OH:40])([c:42]2[c:43]([O:58][CH3:59])[cH:44][c:45]([Cl:57])[c:46]([CH2:48][c:49]3[cH:50][cH:51][c:52]([CH2:55][CH3:56])[cH:53][cH:54]3)[cH:47]2)[O:11][CH:12]([CH2:31][O:32][CH2:33][c:34]2[cH:35][cH:36][cH:37][cH:38][cH:39]2)[CH:13]([O:23][CH2:24][c:25]2[cH:26][cH:27][cH:28][cH:29][cH:30]2)[CH:14]1[O:15][CH2:16][c:17]1[cH:18][cH:19][cH:20][cH:21][cH:22]1. The reactants are Br.Br.CN1[C@@H]2CN[C@H](C1)C2 ((1S,4S)-2-methyl-2,5-diazabicyclo[2.2.1]heptane 2HBr salt), FC1=C(C=C(C=C1)[N+](=O)[O-])C (2-fluoro-5-nitrotoluene), CCN(C(C)C)C(C)C (DIPEA). Solvent: CN1CCCC1=O (NMP). Product: CN1[C@@H]2CN([C@H](C1)C2)C2=C(C=C(C=C2)[N+](=O)[O-])C (2-[(1S,4S)-5-methyl-2,5-diazabicyclo[2.2.1]heptan-2-yl]-5-nitrotoluene). Reaction SMILES: Br.Br.[CH3:3][N:4]1[CH2:9][C@@H:8]2[CH2:10][C@H:5]1[CH2:6][NH:7]2.F[C:12]1[CH:17]=[CH:16][C:15]([N+:18]([O-:20])=[O:19])=[CH:14][C:13]=1[CH3:21].CCN(C(C)C)C(C)C>CN1C(=O)CCC1>[CH3:3][N:4]1[CH2:9][C@@H:8]2[CH2:10][C@H:5]1[CH2:6][N:7]2[C:12]1[CH:17]=[CH:16][C:15]([N+:18]([O-:20])=[O:19])=[CH:14][C:13]=1[CH3:21] |f:0.1.2|. Procedure: Alternatively, a heterogeneous mixture of (1S,4S)-2-methyl-2,5-diazabicyclo[2.2.1]heptane 2HBr salt (0.544 g, 2 mmol), 2-fluoro-5-nitrotoluene (0.310 g, 2 mmol) and DIPEA (0.387 g, 6 mmol) in NMP was refluxed for 2 days. The resulting residue was purified by column chromatography (silica gel, hexanes then 5-10% EtOAc in hexanes to afford 2-[(1S,4S)-5-methyl-2,5-diazabicyclo[2.2.1]heptan-2-yl]-5-nitrotoluene, which was reduced by hydrogenation (H2, 10% Pd/C, MeOH, 40 PSI) to afford 3-methyl-4-[(1... Reactants: N#Cc1cccc(CBr)c1, O=C([O-])[O-], CN(C)C=O, [K+], [K+], O, Oc1ccccc1. Product: N#Cc1cccc(COc2ccccc2)c1. RXN SMILES: [Br:1][CH2:2][c:3]1[cH:4][c:5]([C:6]#[N:7])[cH:8][cH:9][cH:10]1.[C:18](=[O:19])([O-:20])[O-:21].[CH3:25][N:26]([CH3:27])[CH:28]=[O:29].[K+:22].[K+:23].[OH2:24].[OH:11][c:12]1[cH:13][cH:14][cH:15][cH:16][cH:17]1>>[CH2:2]([c:3]1[cH:4][c:5]([C:6]#[N:7])[cH:8][cH:9][cH:10]1)[O:11][c:12]1[cH:13][cH:14][cH:15][cH:16][cH:17]1. Reactants: CC(C)(C)[Si](C)(C)OCc1cccc2c1C=CCCCC2, CCCC[N+](CCCC)(CCCC)CCCC, [F-], C1CCOC1, O. Product: OCc1cccc2c1C=CCCCC2. Reaction SMILES: [C:1]([Si:2]([CH3:3])([CH3:4])[O:8][CH2:9][c:10]1[cH:11][cH:12][cH:13][c:14]2[c:15]1[CH:16]=[CH:17][CH2:18][CH2:19][CH2:20][CH2:21]2)([CH3:5])([CH3:6])[CH3:7].[CH3:23][CH2:24][CH2:25][CH2:26][N+:27]([CH2:28][CH2:29][CH2:30][CH3:31])([CH2:32][CH2:33][CH2:34][CH3:35])[CH2:36][CH2:37][CH2:38][CH3:39].[F-:22].[O:41]1[CH2:42][CH2:43][CH2:44][CH2:45]1.[OH2:40]>>[OH:8][CH2:9][c:10]1[cH:11][cH:12][cH:13][c:14]2[c:15]1[CH:16]=[CH:17][CH2:18][CH2:19][CH2:20][CH2:21]2. Starting materials: ClC=1C=C(C=CC1Cl)C1=NC=2N(C(=C1)C(F)(F)F)N=CC2C(=O)O (5-(3,4-dichloro-phenyl)-7-trifluoromethyl-pyrazolo[1,5-a]pyrimidine-3-carboxylic acid), NC=1C=C(C=CC1)S(=O)(=O)NC1CC1 (3-amino-N-cyclopropyl-benzenesulfonamide). Yields the product C1(CC1)NS(=O)(=O)C=1C=C(C=CC1)NC(=O)C=1C=NN2C1N=C(C=C2C(F)(F)F)C2=CC(=C(C=C2)Cl)Cl (5-(3,4-Dichloro-phenyl)-7-trifluoromethyl-pyrazolo[1,5-a]pyrimidine-3-carboxylic acid(3-cyclopropylsulfamoyl-phenyl)-amide). Reaction SMILES: [Cl:1][C:2]1[CH:3]=[C:4]([C:9]2[CH:14]=[C:13]([C:15]([F:18])([F:17])[F:16])[N:12]3[N:19]=[CH:20][C:21]([C:22]([OH:24])=O)=[C:11]3[N:10]=2)[CH:5]=[CH:6][C:7]=1[Cl:8].[NH2:25][C:26]1[CH:27]=[C:28]([S:32]([NH:35][CH:36]2[CH2:38][CH2:37]2)(=[O:34])=[O:33])[CH:29]=[CH:30][CH:31]=1>>[CH:36]1([NH:35][S:32]([C:28]2[CH:27]=[C:26]([NH:25][C:22]([C:21]3[CH:20]=[N:19][N:12]4[C:13]([C:15]([F:17])([F:16])[F:18])=[CH:14][C:9]([C:4]5[CH:5]=[CH:6][C:7]([Cl:8])=[C:2]([Cl:1])[CH:3]=5)=[N:10][C:11]=34)=[O:24])[CH:31]=[CH:30][CH:29]=2)(=[O:34])=[O:33])[CH2:38][CH2:37]1. Procedure: The title compound was prepared from 5-(3,4-dichloro-phenyl)-7-trifluoromethyl-pyrazolo[1,5-a]pyrimidine-3-carboxylic acid (example C.9) and 3-amino-N-cyclopropyl-benzenesulfonamide [CAS 459434-39-0] according to general procedure II. Yellow solid. MS (ISP) 567.9 [(M−H)−]; mp 248° C.